This data is from the Open Reaction Database (ORD), a public repository of structured organic reaction records. The task is: describe an organic reaction: reactants, conditions, products, and yield Starting materials: OC1CCN(CC1)CC#C (4-Hydroxy-1-propargylpiperidine), C(C)(C)NC(C)C (diisopropylamine), C(C)(C)(C)C1=CC=C(C=C1)/C(=C/COC1=CC(=C(OCC(=O)O)C=C1)C)/C1=CC=C(C=C1)C#CCN1CCOCC1 ((Z)-[4-[3-(4-tert-Butylphenyl)-3-[4-[3-(morpholin-4-yl)propynyl]phenyl]allyloxy]-2-methylphenoxy]acetic Acid). The reagents and catalysts are [Cu]I (copper(I) iodide), Cl[Pd]([P](C1=CC=CC=C1)(C2=CC=CC=C2)C3=CC=CC=C3)([P](C4=CC=CC=C4)(C5=CC=CC=C5)C6=CC=CC=C6)Cl (bis(triphenylphosphine)palladium(II) dichloride). Run in O1CCCC1 (tetrahydrofuran). The product is C(C)(C)(C)C1=CC=C(C=C1)/C(=C/COC1=CC(=C(OCC(=O)OC)C=C1)C)/C1=CC=C(C=C1)C#CCN1CCC(CC1)O (methyl (Z)-[4-[3-(4-tert-butyl phenyl]-3-[4-[3-(4-hydroxypiperidin-1-yl)propynyl]phenyl]allyloxy]-2-methylphenoxy]-acetate). As a reaction SMILES: [OH:1][CH:2]1CCN(CC#C)C[CH2:3]1.[CH:11](NC(C)C)(C)C.[C:18]([C:22]1[CH:27]=[CH:26][C:25](/[C:28](/[C:44]2[CH:49]=[CH:48][C:47]([C:50]#[C:51][CH2:52][N:53]3[CH2:58]CO[CH2:55][CH2:54]3)=[CH:46][CH:45]=2)=[CH:29]/[CH2:30][O:31][C:32]2[CH:42]=[CH:41][C:35]([O:36][CH2:37][C:38]([OH:40])=[O:39])=[C:34]([CH3:43])[CH:33]=2)=[CH:24][CH:23]=1)([CH3:21])([CH3:20])[CH3:19]>O1CCCC1.[Cu]I.Cl[Pd](Cl)([P](C1C=CC=CC=1)(C1C=CC=CC=1)C1C=CC=CC=1)[P](C1C=CC=CC=1)(C1C=CC=CC=1)C1C=CC=CC=1>[C:18]([C:22]1[CH:27]=[CH:26][C:25](/[C:28](/[C:44]2[CH:49]=[CH:48][C:47]([C:50]#[C:51][CH2:52][N:53]3[CH2:54][CH2:55][CH:2]([OH:1])[CH2:3][CH2:58]3)=[CH:46][CH:45]=2)=[CH:29]/[CH2:30][O:31][C:32]2[CH:42]=[CH:41][C:35]([O:36][CH2:37][C:38]([O:40][CH3:11])=[O:39])=[C:34]([CH3:43])[CH:33]=2)=[CH:24][CH:23]=1)([CH3:21])([CH3:20])[CH3:19] |^1:68,87|. Procedure details: 4-Hydroxy-1-propargylpiperidine (171 mg, 1.23 mmol) and diisopropylamine (0.40 mL, 2.85 mmol) were added to a solution of the methyl (Z)-[4-[3-(4-tert-butylphenyl)-3-(4-iodohenyl)allyloxy]-2-methylphenoxy]acetate (350 mg, 0.614 mmol; prepared as described in example 30) in tetrahydrofuran (10 mL). The mixture was degassed and copper(I) iodide (10 mg, 0.053 mmol) and bis(triphenylphosphine)palladium(II) dichloride (22 mg, 0.031 mmol) were added. The reaction mixture was stirred at ambient tempera... Reactants: BrC=1C=C2C(=NC1)C=CN2OC(C)C2=C(C(=CC=C2Cl)F)Cl (6-bromo-1-[1-(2,6-dichloro-3-fluorophenyl)ethoxy]-1H-pyrrolo[3,2-b]pyridine), C(C1=CC=CC=C1)N1N=CC(=C1)B(O)O ((1-benzyl-1H-pyrazol-4-yl)boronic acid). Yields the product C(C1=CC=CC=C1)N1N=CC(=C1)C=1C=C2C(=NC1)C=CN2OC(C)C2=C(C(=CC=C2Cl)F)Cl (6-(1-benzyl-1H-pyrazol-4-yl)-1-[1-(2,6-dichloro-3-fluorophenyl)ethoxy]-1H-pyrrolo[3,2-b]pyridine). Procedure: The entitled compound was prepared from 6-bromo-1-[1-(2,6-dichloro-3-fluorophenyl)ethoxy]-1H-pyrrolo[3,2-b]pyridine and (1-benzyl-1H-pyrazol-4-yl)boronic acid according to the procedure described in example 4. RXN SMILES: Br[C:2]1[CH:3]=[C:4]2[N:10]([O:11][CH:12]([C:14]3[C:19]([Cl:20])=[CH:18][CH:17]=[C:16]([F:21])[C:15]=3[Cl:22])[CH3:13])[CH:9]=[CH:8][C:5]2=[N:6][CH:7]=1.[CH2:23]([N:30]1[CH:34]=[C:33](B(O)O)[CH:32]=[N:31]1)[C:24]1[CH:29]=[CH:28][CH:27]=[CH:26][CH:25]=1>>[CH2:23]([N:30]1[CH:34]=[C:33]([C:2]2[CH:3]=[C:4]3[N:10]([O:11][CH:12]([C:14]4[C:19]([Cl:20])=[CH:18][CH:17]=[C:16]([F:21])[C:15]=4[Cl:22])[CH3:13])[CH:9]=[CH:8][C:5]3=[N:6][CH:7]=2)[CH:32]=[N:31]1)[C:24]1[CH:29]=[CH:28][CH:27]=[CH:26][CH:25]=1. The reactants are CCOC(=O)CCCCCBr, [H-], [Na+], CN(C)C=O, O=C(OCc1ccccc1)c1cc2ccccc2[nH]1. RXN SMILES: [Br:22][CH2:23][CH2:24][CH2:25][CH2:26][CH2:27][C:28](=[O:29])[O:30][CH2:31][CH3:32].[H-:20].[Na+:21].[O:33]=[CH:34][N:35]([CH3:36])[CH3:37].[nH:1]1[c:2]([C:10](=[O:11])[O:12][CH2:13][c:14]2[cH:15][cH:16][cH:17][cH:18][cH:19]2)[cH:3][c:4]2[cH:5][cH:6][cH:7][cH:8][c:9]12>>[n:1]1([CH2:23][CH2:24][CH2:25][CH2:26][CH2:27][C:28](=[O:29])[O:30][CH2:31][CH3:32])[c:2]([C:10](=[O:11])[O:12][CH2:13][c:14]2[cH:15][cH:16][cH:17][cH:18][cH:19]2)[cH:3][c:4]2[cH:5][cH:6][cH:7][cH:8][c:9]12. Product: CCOC(=O)CCCCCn1c(C(=O)OCc2ccccc2)cc2ccccc21. Starting materials: C(C)NC1=NC(=CC(=N1)C1=NC(=NO1)C1=CC(=C(OCC(CO)O)C(=C1)C)C)C (rac-3-{4-[5-(2-ethylamino-6-methyl-pyrimidin-4-yl)-[1,2,4]oxadiazol-3-yl]-2,6-dimethyl-phenoxy}-propane-1,2-diol), CC1=CC(=NC(=N1)NC)C(=O)O (6-methyl-2-methylamino-pyrimidine-4-carboxylic acid). Product: CC1=C(OCC(CO)O)C(=CC(=C1)C1=NOC(=N1)C1=NC(=NC(=C1)C)NC)C (rac-3-{2,6-Dimethyl-4-[5-(6-methyl-2-methylamino-pyrimidin-4-yl)-[1,2,4]oxadiazol-3-yl]-phenoxy}-propane-1,2-diol). Reaction SMILES: [CH2:1]([NH:3][C:4]1[N:9]=[C:8]([C:10]2[O:14][N:13]=[C:12]([C:15]3[CH:26]=[C:25]([CH3:27])[C:18]([O:19][CH2:20][CH:21]([OH:24])[CH2:22][OH:23])=[C:17]([CH3:28])[CH:16]=3)[N:11]=2)[CH:7]=[C:6]([CH3:29])[N:5]=1)C.CC1N=C(NC)N=C(C(O)=O)C=1>>[CH3:27][C:25]1[CH:26]=[C:15]([C:12]2[N:11]=[C:10]([C:8]3[CH:7]=[C:6]([CH3:29])[N:5]=[C:4]([NH:3][CH3:1])[N:9]=3)[O:14][N:13]=2)[CH:16]=[C:17]([CH3:28])[C:18]=1[O:19][CH2:20][CH:21]([OH:24])[CH2:22][OH:23]. Procedure: rac-3-{2,6-Dimethyl-4-[5-(6-methyl-2-methylamino-pyrimidin-4-yl)-[1,2,4]oxadiazol-3-yl]-phenoxy}-propane-1,2-diol is prepared in analogy to rac-3-{4-[5-(2-ethylamino-6-methyl-pyrimidin-4-yl)-[1,2,4]oxadiazol-3-yl]-2,6-dimethyl-phenoxy}-propane-1,2-diol using 6-methyl-2-methylamino-pyrimidine-4-carboxylic acid; LC-MS: tR=0.75 min*; [M+H]+=386.15.